This data is from the Open Reaction Database (ORD), a public repository of structured organic reaction records. The task is: describe an organic reaction: reactants, conditions, products, and yield The reactants are C(C)OC(=O)[C@H]1N(C[C@H](C1)N)CC1CCCC1 ((2S,4S)-4-amino-1-cyclopentylmethyl-pyrrolidine-2-carboxylic acid ethyl ester), OC1=C(C=CC2=CC=CC=C12)C(=O)O (1-hydroxy-naphthalene-2-carboxylic acid). Yields the product C(C)OC(=O)[C@H]1N(C[C@H](C1)NC(=O)C1=C(C2=CC=CC=C2C=C1)O)CC1CCCC1 ((2S,4S)-1-Cyclopentylmethyl-4-[(1-hydroxy-naphthalene-2-carbonyl)-amino]-pyrrolidine-2-carboxylic acid ethyl ester). As a reaction SMILES: [CH2:1]([O:3][C:4]([C@@H:6]1[CH2:10][C@H:9]([NH2:11])[CH2:8][N:7]1[CH2:12][CH:13]1[CH2:17][CH2:16][CH2:15][CH2:14]1)=[O:5])[CH3:2].[OH:18][C:19]1[C:28]2[C:23](=[CH:24][CH:25]=[CH:26][CH:27]=2)[CH:22]=[CH:21][C:20]=1[C:29](O)=[O:30]>>[CH2:1]([O:3][C:4]([C@@H:6]1[CH2:10][C@H:9]([NH:11][C:29]([C:20]2[CH:21]=[CH:22][C:23]3[C:28](=[CH:27][CH:26]=[CH:25][CH:24]=3)[C:19]=2[OH:18])=[O:30])[CH2:8][N:7]1[CH2:12][CH:13]1[CH2:14][CH2:15][CH2:16][CH2:17]1)=[O:5])[CH3:2]. Reported procedure: (2S,4S)-1-Cyclopentylmethyl-4-[(1-hydroxy-naphthalene-2-carbonyl)-amino]-pyrrolidine-2-carboxylic acid ethyl ester was prepared from (2S,4S)-4-amino-1-cyclopentylmethyl-pyrrolidine-2-carboxylic acid ethyl ester and 1-hydroxy-naphthalene-2-carboxylic acid in an analogous manner to example 1. MS calcd. for C24H31N2O4 [(M+H)+] 411.0, obsd. 411.2. The reactants are O=C(OCc1ccccc1)C1CCCC[NH2+]1, [Cl-], Clc1ccc2oc(Cl)nc2c1. As a reaction SMILES: [CH2:2]([c:3]1[cH:4][cH:5][cH:6][cH:7][cH:8]1)[O:9][C:10](=[O:11])[CH:12]1[NH2+:13][CH2:14][CH2:15][CH2:16][CH2:17]1.[Cl-:1].[Cl:18][c:19]1[o:20][c:21]2[c:22]([n:23]1)[cH:24][c:25]([Cl:28])[cH:26][cH:27]2>>[CH2:2]([c:3]1[cH:4][cH:5][cH:6][cH:7][cH:8]1)[O:9][C:10](=[O:11])[CH:12]1[N:13]([c:19]2[o:20][c:21]3[c:22]([n:23]2)[cH:24][c:25]([Cl:28])[cH:26][cH:27]3)[CH2:14][CH2:15][CH2:16][CH2:17]1. Product: O=C(OCc1ccccc1)C1CCCCN1c1nc2cc(Cl)ccc2o1. Reactants: [C]=O (carbon monoxide), CC=1C=CC(=CC1)C (p-Xylene), C(C)(C)(C)OOC(C)(C)C (di-tert-butyl peroxide), Pd(Xantphos)Cl2, [C]=O (carbon monoxide), C(C)O (ethanol). Run at temperature 120 celsius, time 16 hour. Product: CC1=CC=C(C=C1)CC(=O)OCC (ethyl p-methylphenylacetate). Isolated yield 95.5%. Reaction SMILES: [CH3:1][C:2]1[CH:3]=[CH:4][C:5]([CH3:8])=[CH:6][CH:7]=1.C(O[O:14][C:15]([CH3:18])(C)C)(C)(C)C.[C]=O.[CH2:21]([OH:23])C>>[CH3:1][C:2]1[CH:7]=[CH:6][C:5]([CH2:8][C:21]([O:14][CH2:15][CH3:18])=[O:23])=[CH:4][CH:3]=1 |^3:18|. Reported procedure: p-Xylene (1.59 g), ethanol (46 mg), di-tert-butyl peroxide (73 mg, 1 equivalent), and Pd(Xantphos)Cl2 (3.8 mg, 1 mol %) were added into a reaction kettle, into which 10 atm carbon monoxide was introduced. The reaction was heated to 120° C., and stirred at this constant temperature for 16 h. After the reaction was completed, carbon monoxide was discharged, and 85 mg ethyl p-methylphenylacetate was obtained by column chromatography, in a yield of 96%. 1HNMR (400 MHz, CDCl3) δ 1.23 (t, J=7.2 Hz, 3H... The reactants are [BH4-], COC(=O)c1ccc(C(C)=O)cc1[N+](=O)[O-], CO, [Na+], O. Product: COC(=O)c1ccc(C(C)O)cc1[N+](=O)[O-]. Reaction SMILES: [BH4-:17].[CH3:1][O:2][C:3]([c:4]1[c:5]([N+:13](=[O:14])[O-:15])[cH:6][c:7]([C:10]([CH3:11])=[O:12])[cH:8][cH:9]1)=[O:16].[CH3:20][OH:21].[Na+:18].[OH2:19]>>[CH3:1][O:2][C:3]([c:4]1[c:5]([N+:13](=[O:14])[O-:15])[cH:6][c:7]([CH:10]([CH3:11])[OH:12])[cH:8][cH:9]1)=[O:16]. The reactants are S1C(=CC=C1)C(=O)C1=CC(=C(C=C1)O)Br (2-thienyl-(3-bromo-4-hydroxy-phenyl)ketone), [OH-].[K+] (potassium hydroxide), O (water), BrC(C(=O)OCC)(C)C (ethyl α-bromoisobutyrate). The solvent is CS(=O)C (dimethylsulfoxide). Conditions: temperature 50 celsius, time 3 hour. Yields the product BrC1=C(OC(C(=O)OCC)(C)C)C=CC(=C1)C(C1=CC=CS1)=O (Ethyl 2-[2-bromo-4-(2-thenoyl)-phenoxy]-2-methyl-propionate). Reaction SMILES: [S:1]1[CH:5]=[CH:4][CH:3]=[C:2]1[C:6]([C:8]1[CH:13]=[CH:12][C:11]([OH:14])=[C:10]([Br:15])[CH:9]=1)=[O:7].[OH-].[K+].Br[C:19]([CH3:26])([CH3:25])[C:20]([O:22][CH2:23][CH3:24])=[O:21].O>CS(C)=O>[Br:15][C:10]1[CH:9]=[C:8]([C:6](=[O:7])[C:2]2[S:1][CH:5]=[CH:4][CH:3]=2)[CH:13]=[CH:12][C:11]=1[O:14][C:19]([CH3:26])([CH3:25])[C:20]([O:22][CH2:23][CH3:24])=[O:21] |f:1.2|. Procedure: To a solution of 2-thienyl-(3-bromo-4-hydroxy-phenyl)ketone (14.5 g; M.p.=185° C.) in dimethylsulfoxide (50 ml) is added potassium hydroxide (2.8 g) and the mixture is heated to 50° C. for 30 minutes, after which ethyl α-bromoisobutyrate (9.75 g) is added thereto at room temperature. After a period of time of 3 hours, the solution is poured into water (100 ml) and the aqueous phase is extracted with ethyl ether. The organic phase is washed with an aqueous sodium hydroxide solution, and then with... Reactants: O=CO, Nc1ccc(Cl)cc1C(=O)c1ccccc1Cl. Yields the product O=CNc1ccc(Cl)cc1C(=O)c1ccccc1Cl. RXN SMILES: [CH:18](=[O:19])[OH:20].[NH2:1][c:2]1[c:3]([C:4](=[O:5])[c:6]2[c:7]([Cl:12])[cH:8][cH:9][cH:10][cH:11]2)[cH:13][c:14]([Cl:17])[cH:15][cH:16]1>>[NH:1]([c:2]1[c:3]([C:4](=[O:5])[c:6]2[c:7]([Cl:12])[cH:8][cH:9][cH:10][cH:11]2)[cH:13][c:14]([Cl:17])[cH:15][cH:16]1)[CH:18]=[O:19]. Starting materials: CC(=O)O, ClCCCl, [Na+], Nc1cccc(Oc2ccccc2)c1, [OH-], O=Cc1cccc(O)c1. Product: Oc1cccc(CNc2cccc(Oc3ccccc3)c2)c1. As a reaction SMILES: [CH3:24][C:25](=[O:26])[OH:27].[Cl:30][CH2:31][CH2:32][Cl:33].[Na+:29].[O:1]([c:2]1[cH:3][cH:4][cH:5][cH:6][cH:7]1)[c:8]1[cH:9][c:10]([NH2:11])[cH:12][cH:13][cH:14]1.[OH-:28].[OH:15][c:16]1[cH:17][c:18]([CH:19]=[O:20])[cH:21][cH:22][cH:23]1>>[O:1]([c:2]1[cH:3][cH:4][cH:5][cH:6][cH:7]1)[c:8]1[cH:9][c:10]([NH:11][CH2:19][c:18]2[cH:17][c:16]([OH:15])[cH:23][cH:22][cH:21]2)[cH:12][cH:13][cH:14]1.